Dataset: the Open Reaction Database (ORD), a public repository of structured organic reaction records. Task: describe an organic reaction: reactants, conditions, products, and yield Starting materials: CCOC(=O)c1ccc(OCCCC(Cc2c(Br)c(OC)c(OC)c(OC)c2OC)(C(=O)OCC)C(=O)OCC)cc1, [Li]CCCC, C1CCOC1, CC(=O)O, CCCCCC, CCOC(C)=O. The product is CCOC(=O)c1ccc(OCCCC2(C(=O)OCC)Cc3c(OC)c(OC)c(OC)c(OC)c3C2=O)cc1. Reaction SMILES: [Br:1][c:2]1[c:3]([CH2:16][C:17]([C:18]([O:20][CH2:19][CH3:21])=[O:22])([CH2:23][CH2:24][CH2:25][O:26][c:27]2[cH:28][cH:29][c:30]([C:33](=[O:34])[O:35][CH2:36][CH3:37])[cH:31][cH:32]2)[C:38](=[O:39])[O:40][CH2:41][CH3:42])[c:4]([O:14][CH3:15])[c:5]([O:12][CH3:13])[c:6]([O:10][CH3:11])[c:7]1[O:8][CH3:9].[CH2:43]([Li:44])[CH2:45][CH2:46][CH3:47].[CH2:52]1[O:53][CH2:54][CH2:55][CH2:56]1.[CH3:48][C:49](=[O:50])[OH:51].[CH3:57][CH2:58][CH2:59][CH2:60][CH2:61][CH3:62].[CH3:63][CH2:64][O:65][C:66](=[O:67])[CH3:68]>>[c:2]12[c:3]([c:4]([O:14][CH3:15])[c:5]([O:12][CH3:13])[c:6]([O:10][CH3:11])[c:7]1[O:8][CH3:9])[CH2:16][C:17]([CH2:23][CH2:24][CH2:25][O:26][c:27]1[cH:28][cH:29][c:30]([C:33](=[O:34])[O:35][CH2:36][CH3:37])[cH:31][cH:32]1)([C:38](=[O:39])[O:40][CH2:41][CH3:42])[C:18]2=[O:20]. Reactants: N[C@H]1CN(CC1)C1=NC(=C2N=CN(C2=N1)[C@H]1[C@@H]([C@@H]([C@H](C1)N1N=C(N=N1)CC)O)O)NCC(C1=CC=C(C=C1)O)C1=CC=C(C=C1)O ((1R,2S,3R,5S)-3-{2-((R)-3-Amino-pyrrolidin-1-yl)-6-[2,2-bis-(4-hydroxy-phenyl)-ethylamino]-purin-9-yl}-5-(5-ethyl-tetrazol-2-yl)-cyclopentane-1,2-diol), Cl.C1(=CC=CC=C1)C(CNC1=C2N=CN(C2=NC(=N1)N1C[C@@H](CC1)NC(=O)NCC1=NC=CC=C1)[C@H]1[C@@H]([C@@H]([C@H](C1)N1N=C(N=N1)CC)O)O)C1=CC=CC=C1 (1-((R)-1-{6-(2,2-Diphenyl-ethylamino)-9-[(1R,2S,3R,4S)-4-(5-ethyl-tetrazol-2-yl)-2,3-dihydroxy-cyclopentyl]-9H-purin-2-yl}-pyrrolidin-3-yl)-3-pyridin-2-ylmethyl-urea hydrochloride), NCC1=CC=NC=C1 (4-aminomethylpyridine). The product is Cl.OC1=CC=C(C=C1)C(CNC1=C2N=CN(C2=NC(=N1)N1C[C@@H](CC1)NC(=O)NCC=1C=NC=CC1)[C@H]1[C@@H]([C@@H]([C@H](C1)N1N=C(N=N1)CC)O)O)C1=CC=C(C=C1)O (1-((R)-1-{6-[2,2-Bis-(4-hydroxy-phenyl)-ethylamino]-9-[(1R,2S,3R,4S)-4-(5-ethyl-tetrazol-2-yl)-2,3-dihydroxy-cyclopentyl]-9H-purin-2-yl}-pyrrolidin-3-yl)-3-pyridin-3-ylmethyl-urea hydrochloride). As a reaction SMILES: [NH2:1][C@@H:2]1[CH2:6][CH2:5][N:4]([C:7]2[N:15]=[C:14]3[C:10]([N:11]=[CH:12][N:13]3[C@@H:16]3[CH2:20][C@H:19]([N:21]4[N:25]=[N:24][C:23]([CH2:26][CH3:27])=[N:22]4)[C@@H:18]([OH:28])[C@H:17]3[OH:29])=[C:9]([NH:30][CH2:31][CH:32]([C:40]3[CH:45]=[CH:44][C:43]([OH:46])=[CH:42][CH:41]=3)[C:33]3[CH:38]=[CH:37][C:36]([OH:39])=[CH:35][CH:34]=3)[N:8]=2)[CH2:3]1.[ClH:47].C1(C(C2C=CC=CC=2)CNC2N=C(N3CC[C@@H:68]([NH:71][C:72](NCC4C=CC=CN=4)=[O:73])C3)N=C3C=2N=CN3[C@@H]2C[C@H](N3N=NC(CC)=N3)[C@@H](O)[C@H]2O)C=CC=CC=1.NC[C:104]1[CH:109]=[CH:108][N:107]=[CH:106][CH:105]=1>>[ClH:47].[OH:46][C:43]1[CH:44]=[CH:45][C:40]([CH:32]([C:33]2[CH:38]=[CH:37][C:36]([OH:39])=[CH:35][CH:34]=2)[CH2:31][NH:30][C:9]2[N:8]=[C:7]([N:4]3[CH2:5][CH2:6][C@@H:2]([NH:1][C:72]([NH:71][CH2:68][C:109]4[CH:108]=[N:107][CH:106]=[CH:105][CH:104]=4)=[O:73])[CH2:3]3)[N:15]=[C:14]3[C:10]=2[N:11]=[CH:12][N:13]3[C@@H:16]2[CH2:20][C@H:19]([N:21]3[N:25]=[N:24][C:23]([CH2:26][CH3:27])=[N:22]3)[C@@H:18]([OH:28])[C@H:17]2[OH:29])=[CH:41][CH:42]=1 |f:1.2,4.5|. Procedure: This compound is prepared from (1R,2S,3R,5S)-3-{2-((R)-3-amino-pyrrolidin-1-yl)-6-[2,2-bis-(4-hydroxy-phenyl)-ethylamino]-purin-9-yl}-5-(5-ethyl-tetrazol-2-yl)-cyclopentane-1,2-diol (Example 106) using a procedure analogous to that of 1-((R)-1-{6-(2,2-diphenyl-ethylamino)-9-[(1R,2S,3R,4S)-4-(5-ethyl-tetrazol-2-yl)-2,3-dihydroxy-cyclopentyl]-9H-purin-2-yl}-pyrrolidin-3-yl)-3-pyridin-2-ylmethyl-urea hydrochloride (Example 113) by replacing 2-aminomethylpyridine with 4-aminomethylpyridine. MS (ES+)... Starting materials: ClC(Cl)Cl, [Ca+2], CSc1ccc(Cl)c(C(=O)NCC23CC4CC(CC(C4)C2)C3)c1, O=C(OO)c1ccccc1Cl, [OH-], [OH-]. As a reaction SMILES: [CH:38]([Cl:39])([Cl:40])[Cl:41].[Ca+2:36].[Cl:1][c:2]1[c:3]([C:4](=[O:5])[NH:6][CH2:7][C:8]23[CH2:9][CH:10]4[CH2:11][CH:12]([CH2:13][CH:14]([CH2:15]2)[CH2:16]4)[CH2:17]3)[cH:18][c:19]([S:22][CH3:23])[cH:20][cH:21]1.[Cl:24][c:25]1[c:26]([C:27]([O:28][OH:29])=[O:32])[cH:30][cH:31][cH:33][cH:34]1.[OH-:35].[OH-:37]>>[Cl:1][c:2]1[c:3]([C:4](=[O:5])[NH:6][CH2:7][C:8]23[CH2:9][CH:10]4[CH2:11][CH:12]([CH2:13][CH:14]([CH2:15]2)[CH2:16]4)[CH2:17]3)[cH:18][c:19]([S:22]([CH3:23])=[O:32])[cH:20][cH:21]1. Yields the product CS(=O)c1ccc(Cl)c(C(=O)NCC23CC4CC(CC(C4)C2)C3)c1. Reactants: Cl (HCl), ice water, IC=1C=CC2=C(N(CC3=C(N2)N=C(C=C3)C(F)(F)F)S(=O)(=O)C3=CC=C(C=C3)OC(F)(F)F)C1 (8-iodo-2-(trifluoromethyl)-6-{[4-(trifluoromethoxy)phenyl]-sulfonyl}-6,11-dihydro-5H-pyrido[2,3-b][1,5]benzodiazepine), IC=1C=CC2=C(N(CC3=C(N2)N=C(C=C3)C(F)(F)F)S(=O)(=O)C3=CC=C(C=C3)OC(F)(F)F)C1 (8-iodo-2-(trifluoromethyl)-6-{[4-(trifluoromethoxy)phenyl]-sulfonyl}-6,11-dihydro-5H-pyrido[2,3-b][1,5]benzodiazepine), C(C)(C)[Mg]Cl (isopropyl magnesium chloride), C(=O)(O)[O-].[Na+] (NaHCO3), C(C(=O)OCC)(=O)OCC (diethyl oxalate). The solvent is C1CCOC1 (THF), C1CCOC1 (THF), C1(=CC=CC=C1)C (toluene). Conditions: time 30 minute. Product: OC(C(=O)OCC)(C(C)C)C=1C=CC2=C(N(CC3=C(N2)N=C(C=C3)C(F)(F)F)S(=O)(=O)C3=CC=C(C=C3)OC(F)(F)F)C1 (Ethyl 2-hydroxy-3-methyl-2-[6-{[4-(trifluoromethoxy)phenyl]sulfonyl}-2-(trifluoromethyl)-6,11-dihydro-5H-pyrido[2,3-b][1,5]benzodiazepin-8-yl]butanoate). As a reaction SMILES: I[C:2]1[CH:3]=[CH:4][C:5]2[NH:11][C:10]3[N:12]=[C:13]([C:16]([F:19])([F:18])[F:17])[CH:14]=[CH:15][C:9]=3[CH2:8][N:7]([S:20]([C:23]3[CH:28]=[CH:27][C:26]([O:29][C:30]([F:33])([F:32])[F:31])=[CH:25][CH:24]=3)(=[O:22])=[O:21])[C:6]=2[CH:34]=1.[CH:35]([Mg]Cl)([CH3:37])[CH3:36].[C:40]([O:47][CH2:48][CH3:49])(=[O:46])[C:41]([O:43]CC)=O.Cl.C([O-])(O)=O.[Na+]>C1COCC1.C1(C)C=CC=CC=1>[OH:43][C:41]([C:2]1[CH:3]=[CH:4][C:5]2[NH:11][C:10]3[N:12]=[C:13]([C:16]([F:18])([F:17])[F:19])[CH:14]=[CH:15][C:9]=3[CH2:8][N:7]([S:20]([C:23]3[CH:28]=[CH:27][C:26]([O:29][C:30]([F:32])([F:33])[F:31])=[CH:25][CH:24]=3)(=[O:21])=[O:22])[C:6]=2[CH:34]=1)([CH:35]([CH3:37])[CH3:36])[C:40]([O:47][CH2:48][CH3:49])=[O:46] |f:4.5|. Procedure: To a solution of 8-iodo-6-{[4-(trifluoromethoxy)phenyl]sulfonyl}-2-(trifluoromethyl)-6,11-dihydro-5H-pyrido[2,3-b][1,5]benzodiazepine (787 mg, 1.28 mmol, intermediate 61) in 2 ml of THF was added a solution of isopropyl magnesium chloride (5.12 ml, 10.24 mmol) in THF (2M) at 0° C. and stirred for 30 min. Then the reaction mixture was added to a solution of diethyl oxalate (4.34 ml, 32 mmol) in 8 mL of toluene and stirred for 30 min. at 0° C. Then the reaction mixture was poured into 3.5 mL of 2 ... The reactants are O (Water), OC1=CC(=C2C(=CC(OC2=C1[C@@H]([C@@H](C=C)C)O)=O)CCC)OC(C)C ((+)-7-Hydroxy-8-[(1R,2R)-1-hydroxy-2-methylbut-3-enyl]-5-isopropyloxy-4-propyl-chromen-2-one), N1C=NC=C1 (imidazole), C(C)(C)(C)[Si](C)(C)Cl (tert-butylchlorodimethylsilane). Reagents/catalysts: CN(C)C=1C=CN=CC1 (DMAP). Solvent: C(Cl)Cl (CH2Cl2). Reaction conditions: time 24 hour. Product: OC1=CC(=C2C(=CC(OC2=C1[C@@H]([C@@H](C=C)C)O[Si](C)(C)C(C)(C)C)=O)CCC)OC(C)C ((+)-7-Hydroxy-8-[(1R,2R)-1-tert-butyldimethylsilyloxy-2-methylbut-3-enyl]-5-isopropyloxy-4-propyl-chromen-2-one). Isolated yield 87.9%. Reaction SMILES: [OH:1][C:2]1[C:11]([C@H:12]([OH:17])[C@H:13]([CH3:16])[CH:14]=[CH2:15])=[C:10]2[C:5]([C:6]([CH2:19][CH2:20][CH3:21])=[CH:7][C:8](=[O:18])[O:9]2)=[C:4]([O:22][CH:23]([CH3:25])[CH3:24])[CH:3]=1.N1C=CN=C1.[C:31]([Si:35](Cl)([CH3:37])[CH3:36])([CH3:34])([CH3:33])[CH3:32].O>C(Cl)Cl.CN(C1C=CN=CC=1)C>[OH:1][C:2]1[C:11]([C@H:12]([O:17][Si:35]([C:31]([CH3:34])([CH3:33])[CH3:32])([CH3:37])[CH3:36])[C@H:13]([CH3:16])[CH:14]=[CH2:15])=[C:10]2[C:5]([C:6]([CH2:19][CH2:20][CH3:21])=[CH:7][C:8](=[O:18])[O:9]2)=[C:4]([O:22][CH:23]([CH3:24])[CH3:25])[CH:3]=1. Procedure details: To a solution of 4a (500 mg, 1.44 mmol) in dry CH2Cl2 (20 mL) at 0° C. was added DMAP (88 mg, 0.72 mmol), imidazole (196 mg, 2.88 mmol) and tert-butylchlorodimethylsilane (239 mg, 1.59 mmol). The reaction mixture was allowed to warm up to room temperature and stirred for 24 h. Water (10 mL) was then added, the organic layer was separated, dried (MgSO4), concentrated and submitted to silica gel chromatography (Solvent B) to obtain 5a (583 mg, 88%) as a syrup: [α]D20 +38.0° (c 1.1, CHCl3); 1H NMR ... The reactants are N1C(=NC=C1)CC1=CC=C(C=C1)O (4-(1-imidazolylmethyl)-phenol), COC1=CC=C(CCl)C=C1 (4-methoxybenzyl chloride). Yields the product N1C(=NC=C1)CC1=CC=C(C=C1)OCC1=CC=C(C=C1)OC ([4-(1-Imidazolylmethyl)-phenyl]-(4-methoxybenzyl)-ether). RXN SMILES: [NH:1]1[CH:5]=[CH:4][N:3]=[C:2]1[CH2:6][C:7]1[CH:12]=[CH:11][C:10]([OH:13])=[CH:9][CH:8]=1.[CH3:14][O:15][C:16]1[CH:23]=[CH:22][C:19]([CH2:20]Cl)=[CH:18][CH:17]=1>>[NH:1]1[CH:5]=[CH:4][N:3]=[C:2]1[CH2:6][C:7]1[CH:12]=[CH:11][C:10]([O:13][CH2:20][C:19]2[CH:22]=[CH:23][C:16]([O:15][CH3:14])=[CH:17][CH:18]=2)=[CH:9][CH:8]=1. Procedure: This substance is prepared analogously to Example 1 from 4-(1-imidazolylmethyl)-phenol and 4-methoxybenzyl chloride. Starting materials: O1CCCC1 (tetrahydrofuran), COC([C@@H](NC(=O)OCC1=CC=CC=C1)CCSC)=O (N-Benzyloxycarbonyl-L-methionine methyl ester), C(C1=CC=CC=C1)Br (benzyl bromide), O1CCCC1 (tetrahydrofuran), [F-].C(CCC)[N+](CCCC)(CCCC)CCCC (tetrabutyl ammonium fluoride). The solvent is O (water). Reaction conditions: temperature 0 celsius, time 1 hour. The product is COC([C@H]1N(CCC1)C(=O)OCC1=CC=CC=C1)=O (N-(Benzyloxycarbonyl)-L-proline methyl ester). Reaction SMILES: O1CCC[CH2:2]1.[CH3:6][O:7][C:8](=[O:25])[C@H:9]([CH2:21][CH2:22]SC)[NH:10][C:11]([O:13][CH2:14][C:15]1[CH:20]=[CH:19][CH:18]=[CH:17][CH:16]=1)=[O:12].C(Br)C1C=CC=CC=1.[F-].C([N+](CCCC)(CCCC)CCCC)CCC>O>[CH3:6][O:7][C:8](=[O:25])[C@@H:9]1[CH2:21][CH2:22][CH2:2][N:10]1[C:11]([O:13][CH2:14][C:15]1[CH:20]=[CH:19][CH:18]=[CH:17][CH:16]=1)=[O:12] |f:3.4|. Reported procedure: To a tetrahydrofuran solution (1 ml) of the compound prepared in Example 7 (146 mg), were successively added dropwise at 0° C. in a nitrogen atmosphere benzyl bromide (0.114 ml, 0.96 mmol) and a tetrahydrofuran solution of tetrabutyl ammonium fluoride (0.48 ml, 0.48 mmol). The mixture was stirred for 1 hour at 0° C., poured into water and extracted with ether. The ether layer was dried over anhydrous magnesium sulfate and concentrated under vacuum. The resulting reaction mixture was subjected to...